Task: describe an organic reaction: reactants, conditions, products, and yield. Dataset: the Open Reaction Database (ORD), a public repository of structured organic reaction records The reactants are CC#N, [Ce+3], [Cl-], [Cl-], [Cl-], [I-], [Na+], O, O, O, O, O, O, O, COC(=O)CC(O)CCC=C(C)C. Product: COC(=O)CC1CCCC(C)(C)O1. Reaction SMILES: [CH3:27][C:28]#[N:29].[Ce+3:9].[Cl-:10].[Cl-:11].[Cl-:8].[I-:13].[Na+:12].[OH2:1].[OH2:2].[OH2:3].[OH2:4].[OH2:5].[OH2:6].[OH2:7].[OH:14][CH:15]([CH2:16][C:17](=[O:18])[O:19][CH3:20])[CH2:21][CH2:22][CH:23]=[C:24]([CH3:25])[CH3:26]>>[O:14]1[CH:15]([CH2:16][C:17](=[O:18])[O:19][CH3:20])[CH2:21][CH2:22][CH2:23][C:24]1([CH3:25])[CH3:26]. Reactants: BrC(Br)(Br)Br, COC(=O)c1cc(CO)cc(C)c1N(Cc1ccccc1)S(=O)(=O)c1ccc(OC)cc1, ClCCl, c1ccc(P(c2ccccc2)c2ccccc2)cc1. Reaction SMILES: [C:33]([Br:34])([Br:35])([Br:36])[Br:37].[CH3:1][O:2][C:3]([c:4]1[c:5]([N:13]([S:14](=[O:15])(=[O:16])[c:17]2[cH:18][cH:19][c:20]([O:23][CH3:24])[cH:21][cH:22]2)[CH2:25][c:26]2[cH:27][cH:28][cH:29][cH:30][cH:31]2)[c:6]([CH3:12])[cH:7][c:8]([CH2:10][OH:11])[cH:9]1)=[O:32].[Cl:57][CH2:58][Cl:59].[c:38]1([P:39]([c:40]2[cH:41][cH:42][cH:43][cH:44][cH:45]2)[c:46]2[cH:47][cH:48][cH:49][cH:50][cH:51]2)[cH:52][cH:53][cH:54][cH:55][cH:56]1>>[CH3:1][O:2][C:3]([c:4]1[c:5]([N:13]([S:14](=[O:15])(=[O:16])[c:17]2[cH:18][cH:19][c:20]([O:23][CH3:24])[cH:21][cH:22]2)[CH2:25][c:26]2[cH:27][cH:28][cH:29][cH:30][cH:31]2)[c:6]([CH3:12])[cH:7][c:8]([CH2:10][Br:34])[cH:9]1)=[O:32]. Product: COC(=O)c1cc(CBr)cc(C)c1N(Cc1ccccc1)S(=O)(=O)c1ccc(OC)cc1. Reactants: CC(C)(C)O, C=CCC1(c2ccccc2)CCCN(C(C)c2ccc(Br)cc2)C(=O)N1, C1CCOC1, O. RXN SMILES: [C:27]([CH3:28])([CH3:29])([CH3:30])[OH:31].[CH2:1]([CH:2]=[CH2:3])[C:4]1([c:21]2[cH:22][cH:23][cH:24][cH:25][cH:26]2)[NH:5][C:6](=[O:20])[N:7]([CH:11]([CH3:12])[c:13]2[cH:14][cH:15][c:16]([Br:19])[cH:17][cH:18]2)[CH2:8][CH2:9][CH2:10]1.[CH2:32]1[O:33][CH2:34][CH2:35][CH2:36]1.[OH2:37]>>[CH2:1]([CH2:2][OH:31])[C:4]1([c:21]2[cH:22][cH:23][cH:24][cH:25][cH:26]2)[NH:5][C:6](=[O:20])[N:7]([CH:11]([CH3:12])[c:13]2[cH:14][cH:15][c:16]([Br:19])[cH:17][cH:18]2)[CH2:8][CH2:9][CH2:10]1. Yields the product CC(c1ccc(Br)cc1)N1CCCC(CCO)(c2ccccc2)NC1=O. The reactants are CCCCC(C(CC[C@H]1[C@@H](CC(=O)[C@@H]1CCCCCCC(=O)O)O)O)(F)F.C1CCC(CC1)NC2CCCCC2 (dicyclohexylammoniumsalt), C(C)(C)(C)OC(=O)N(C)[C@@H](C(=O)O)CC1=CC=C(C=C1)F ((R)-2-(N-tert-butoxycarbonyl-N-methylamino)-3-(4-fluorophenyl)propionic acid), CN (Methylamine), C(C)(C)N(CC)C(C)C (diisopropylethylamine), ON1N=NC2=C1C=CC=C2 (1-Hydroxybenzotriazole), Cl.CN(CCCN=C=NCC)C (N-(3-dimethylaminopropyl)-N'-ethylcarbodiimide hydrochloride). Run in C(Cl)Cl (methylene chloride). Conditions: time 15 minute. The product is C(C)(C)(C)OC(N(C)[C@H](CC1=CC=C(C=C1)F)C(NC)=O)=O (((1R)-2-(4-fluorophenyl)-1-(methylcarbamoyl)ethyl)-methylcarbamic acid tert-butylester). RXN SMILES: CCCCC(F)(F)C(O)CC[C@@H]1[C@@H](CCCCCCC(O)=O)C(=O)C[C@H]1O.C1CC[CH:31]([NH:34]C2CCCCC2)CC1.[C:41]([O:45][C:46]([N:48]([C@H:50]([CH2:54][C:55]1[CH:60]=[CH:59][C:58]([F:61])=[CH:57][CH:56]=1)[C:51](O)=[O:52])[CH3:49])=[O:47])([CH3:44])([CH3:43])[CH3:42].ON1C2C=CC=CC=2N=N1.Cl.CN(C)CCCN=C=NCC.CN.C(N(C(C)C)CC)(C)C>C(Cl)Cl>[C:41]([O:45][C:46](=[O:47])[N:48]([C@@H:50]([C:51](=[O:52])[NH:34][CH3:31])[CH2:54][C:55]1[CH:60]=[CH:59][C:58]([F:61])=[CH:57][CH:56]=1)[CH3:49])([CH3:44])([CH3:43])[CH3:42] |f:0.1,4.5|. Procedure details: The dicyclohexylammoniumsalt of (R)-2-(N-tert-butoxycarbonyl-N-methylamino)-3-(4-fluorophenyl)propionic acid (3.00 g; 10.1 mmol) was dissolved in methylene chloride (30 mL) and washed with an aqueous solution of sodium hydrogen sulfate (10%; 30 mL). The organic phase was dried (magnesium sulfate) and filtered. 1-Hydroxybenzotriazole (1.40 g; 10.1 mmol) and N-(3-dimethylaminopropyl)-N'-ethylcarbodiimide hydrochloride (2.0 g; 10.6 mmol) were added to the filtrate and the reaction mixture was stirr... Starting materials: BrC1=CC=C2CCCC(C2=C1)=O (7-bromo-3,4-dihydronaphthalen-1(2H)-one), [BH4-].[Na+] (sodium borohydride). The solvent is C(C)O (ethanol). Reaction conditions: time 30 minute. Product: BrC1=CC=C2CCCC(C2=C1)O (7-bromo-1,2,3,4-tetrahydronaphth-1-ol). As a reaction SMILES: [Br:1][C:2]1[CH:11]=[C:10]2[C:5]([CH2:6][CH2:7][CH2:8][C:9]2=[O:12])=[CH:4][CH:3]=1.[BH4-].[Na+]>C(O)C>[Br:1][C:2]1[CH:11]=[C:10]2[C:5]([CH2:6][CH2:7][CH2:8][CH:9]2[OH:12])=[CH:4][CH:3]=1 |f:1.2|. Reported procedure: To 9.5 g of 7-bromo-3,4-dihydronaphthalen-1(2H)-one (42 mmol), prepared according to the method described in Synth. Comm. 1994, 2777, dissolved in 100 ml of ethanol, there are added, at 0° C. and in two portions, 0.8 g of sodium borohydride (21 mmol). The reaction mixture is then allowed to come back up to ambient temperature over 30 minutes, and then the ethanol is evaporated off. The residue is taken up in 100 ml of toluene and 100 ml of water. After separation, the aqueous phase is extracted ...